This data is from the Open Reaction Database (ORD), a public repository of structured organic reaction records. The task is: describe an organic reaction: reactants, conditions, products, and yield Starting materials: FC1(CCN(CC1)C(=O)C=1NC2=CC=C(C=C2C1)C(=O)N1CCN(CC1)C(C)C)F ((4,4-Difluoro-piperidin-1-yl)-[5-(4-isopropyl-piperazine-1-carbonyl)-1H-indol-2-yl]-methanone), C1(CCC1)B(O)O (cyclobutylboronic acid), N1=CC=CC=C1 (pyridine). Reagents/catalysts: C(C)(=O)[O-].[Cu+2].C(C)(=O)[O-] (copper(II) acetate). Run in C(Cl)(Cl)Cl (chloroform). The product is C1(CCC1)N1C(=CC2=CC(=CC=C12)C(=O)N1CCN(CC1)C(C)C)C(=O)N1CCC(CC1)(F)F ([1-Cyclobutyl-2-(4,4-difluoro-piperidine-1-carbonyl)-1H-indol-5-yl]-(4-isopropyl-piperazin-1-yl)-methanone). Isolated yield 14.0%. As a reaction SMILES: [F:1][C:2]1([F:30])[CH2:7][CH2:6][N:5]([C:8]([C:10]2[NH:11][C:12]3[C:17]([CH:18]=2)=[CH:16][C:15]([C:19]([N:21]2[CH2:26][CH2:25][N:24]([CH:27]([CH3:29])[CH3:28])[CH2:23][CH2:22]2)=[O:20])=[CH:14][CH:13]=3)=[O:9])[CH2:4][CH2:3]1.[CH:31]1(B(O)O)[CH2:34][CH2:33][CH2:32]1.N1C=CC=CC=1>C(Cl)(Cl)Cl.C([O-])(=O)C.[Cu+2].C([O-])(=O)C>[CH:31]1([N:11]2[C:12]3[C:17](=[CH:16][C:15]([C:19]([N:21]4[CH2:22][CH2:23][N:24]([CH:27]([CH3:28])[CH3:29])[CH2:25][CH2:26]4)=[O:20])=[CH:14][CH:13]=3)[CH:18]=[C:10]2[C:8]([N:5]2[CH2:6][CH2:7][C:2]([F:1])([F:30])[CH2:3][CH2:4]2)=[O:9])[CH2:34][CH2:33][CH2:32]1 |f:4.5.6|. Procedure: The title compound was synthesized in analogy to example 66, from (4,4-difluoro-piperidin-1-yl)-[5-(4-isopropyl-piperazine-1-carbonyl)-1H-indol-2-yl]-methanone (example 32), cyclobutylboronic acid (commercially available), copper(II) acetate and pyridine using chloroform as solvent and stirring under reflux for 6 days, to give the desired product as a light brown foam (14%). The reactants are N1CCCC1 (pyrrolidine), BrC=1N=C(C(=NC1)N(S(=O)(=O)C1=C(C(=CC=C1)Cl)Cl)COCC[Si](C)(C)C)OC (N-(5-bromo-3-methoxy-2-pyrazinyl)-2,3-dichloro-N-[{2-(trimethylsilanyl)ethoxy}methyl]benzenesulphonamide). The product is ClC1=C(C=CC=C1Cl)S(=O)(=O)NC1=NC=C(N=C1OC)C1=NCCC1 (2,3-Dichloro-N-[3-methoxy-5-(1-pyrrolinyl)-2-pyrazinyl]benzenesulphonamide). Reaction SMILES: [NH:1]1[CH2:5][CH2:4][CH2:3][CH2:2]1.Br[C:7]1[N:8]=[C:9]([O:33][CH3:34])[C:10]([N:13](COCC[Si](C)(C)C)[S:14]([C:17]2[CH:22]=[CH:21][CH:20]=[C:19]([Cl:23])[C:18]=2[Cl:24])(=[O:16])=[O:15])=[N:11][CH:12]=1>>[Cl:24][C:18]1[C:19]([Cl:23])=[CH:20][CH:21]=[CH:22][C:17]=1[S:14]([NH:13][C:10]1[C:9]([O:33][CH3:34])=[N:8][C:7]([C:2]2[CH2:3][CH2:4][CH2:5][N:1]=2)=[CH:12][N:11]=1)(=[O:16])=[O:15]. Procedure details: Prepared by the method of Example 55 using pyrrolidine (0.4 g) and N-(5-bromo-3-methoxy-2-pyrazinyl)-2,3-dichloro-N-[{2-(trimethylsilanyl)ethoxy}methyl]benzenesulphonamide (0.3 g). Yield 0.045 g. Starting materials: CSSC (dimethyl disulfide), C(CCC)[Li] (n-Butyllithium), CCCCCC (hexane), BrC1=C(C=C(COC[C@H]2[C@H](C2)C2CCN(CC2)C(=O)OC(C)(C)C)C=C1)F (tert-butyl 4-((1R,2R)-2-(((4-bromo-3-fluorobenzyl)oxy)methyl)cyclopropyl)piperidine-1-carboxylate). Run in C(C)OCC (Diethyl ether). Reaction conditions: temperature -78 celsius, time 5 minute. The product is FC=1C=C(COC[C@H]2[C@H](C2)C2CCN(CC2)C(=O)OC(C)(C)C)C=CC1SC (tert-butyl 4-((1R,2R)-2-(((3-fluoro-4-(methylthio)benzyl)oxy)methyl)cyclopropyl)piperidine-1-carboxylate). Isolated yield 100.1%. As a reaction SMILES: Br[C:2]1[CH:26]=[CH:25][C:5]([CH2:6][O:7][CH2:8][C@@H:9]2[CH2:11][C@@H:10]2[CH:12]2[CH2:17][CH2:16][N:15]([C:18]([O:20][C:21]([CH3:24])([CH3:23])[CH3:22])=[O:19])[CH2:14][CH2:13]2)=[CH:4][C:3]=1[F:27].C([Li])CCC.CCCCCC.[CH3:39][S:40]SC>C(OCC)C>[F:27][C:3]1[CH:4]=[C:5]([CH:25]=[CH:26][C:2]=1[S:40][CH3:39])[CH2:6][O:7][CH2:8][C@@H:9]1[CH2:11][C@@H:10]1[CH:12]1[CH2:17][CH2:16][N:15]([C:18]([O:20][C:21]([CH3:24])([CH3:23])[CH3:22])=[O:19])[CH2:14][CH2:13]1. Procedure details: tert-butyl 4-((1R,2R)-2-(((4-bromo-3-fluorobenzyl)oxy)methyl)cyclopropyl)piperidine-1-carboxylate (Step A product, 7.7 g, 17.4 mmol) was dissolved in Diethyl ether (70 ml) and cooled to −78° C. The mixture was stirred for 5 min, then n-Butyllithium in hexane (2.5 M, 7.66 ml, 19.15 mmol) was added dropwise. The mixture was stirred at −78° C. for 10 min and dimethyl disulfide (1.85 ml, 20.9 mmol) was added dropwise. The mixture was stirred at −78° C. for 30 min and TLC showed the SM was almost con... The reactants are C(C)OC(CC1=CC(=C(C=C1)OC)OC1=C(C=C(C=C1)Cl)CBr)=O ([3-(2-bromomethyl-4-chloro-phenoxy)-4-methoxy-phenyl]-acetic acid ethyl ester), C[C@H]1NC(O[C@H]1C1=CC=CC=C1)=O ((4R,5S)-4-methyl-5-phenyl-2-oxazolidinone). Yields the product C(C)OC(CC1=CC(=C(C=C1)OC)OC1=C(C=C(C=C1)Cl)CN1C(O[C@H]([C@H]1C)C1=CC=CC=C1)=O)=O ({3-[4-Chloro-2-((4R,5S)-4-methyl-2-oxo-5-phenyl-oxazolidin-3-ylmethyl)-phenoxy]-4-methoxy-phenyl}-acetic acid ethyl ester). Reaction SMILES: [CH2:1]([O:3][C:4](=[O:24])[CH2:5][C:6]1[CH:11]=[CH:10][C:9]([O:12][CH3:13])=[C:8]([O:14][C:15]2[CH:20]=[CH:19][C:18]([Cl:21])=[CH:17][C:16]=2[CH2:22]Br)[CH:7]=1)[CH3:2].[CH3:25][C@@H:26]1[C@H:30]([C:31]2[CH:36]=[CH:35][CH:34]=[CH:33][CH:32]=2)[O:29][C:28](=[O:37])[NH:27]1>>[CH2:1]([O:3][C:4](=[O:24])[CH2:5][C:6]1[CH:11]=[CH:10][C:9]([O:12][CH3:13])=[C:8]([O:14][C:15]2[CH:20]=[CH:19][C:18]([Cl:21])=[CH:17][C:16]=2[CH2:22][N:27]2[C@H:26]([CH3:25])[C@H:30]([C:31]3[CH:36]=[CH:35][CH:34]=[CH:33][CH:32]=3)[O:29][C:28]2=[O:37])[CH:7]=1)[CH3:2]. Procedure: Prepared according to the procedure described in Example 24, Step 7, using the following starting materials: [3-(2-bromomethyl-4-chloro-phenoxy)-4-methoxy-phenyl]-acetic acid ethyl ester and (4R,5S)-4-methyl-5-phenyl-2-oxazolidinone. Starting materials: N=1N=C(N2C1C=CC=C2)C2=NC1=C(C=CC=C1C=C2)O[C@H]2[C@@H](CN(CC2)C(=O)OCC2=CC=CC=C2)F (racemic (trans)-benzyl 4-(2-([1,2,4]triazolo[4,3-a]pyridin-3-yl)quinolin-8-yloxy)-3-fluoropiperidine-1-carboxylate), C(=O)(O)[O-].[Na+] (NaHCO3), [Na+].[Cl-] (NaCl), Cl (hydrogen chloride). Conditions: temperature 100 celsius. RXN SMILES: [N:1]1[N:2]=[C:3]([C:10]2[CH:19]=[CH:18][C:17]3[C:12](=[C:13]([O:20][C@@H:21]4[CH2:26][CH2:25][N:24](C(OCC5C=CC=CC=5)=O)[CH2:23][C@H:22]4[F:37])[CH:14]=[CH:15][CH:16]=3)[N:11]=2)[N:4]2[CH:9]=[CH:8][CH:7]=[CH:6][C:5]=12.Cl.C([O-])(O)=O.[Na+].[Na+].[Cl-]>O1CCOCC1.O>[N:1]1[N:2]=[C:3]([C:10]2[CH:19]=[CH:18][C:17]3[C:12](=[C:13]([O:20][C@@H:21]4[CH2:26][CH2:25][NH:24][CH2:23][C@H:22]4[F:37])[CH:14]=[CH:15][CH:16]=3)[N:11]=2)[N:4]2[CH:9]=[CH:8][CH:7]=[CH:6][C:5]=12 |f:2.3,4.5|. Product: N=1N=C(N2C1C=CC=C2)C2=NC1=C(C=CC=C1C=C2)O[C@H]2[C@@H](CNCC2)F (2-([1,2,4]triazolo[4,3-a]pyridin-3-yl)-8-((trans)-3-fluoropiperidin-4-yloxy)quinoline), foam. Solvent: O1CCOCC1 (dioxane), O (water). Reported procedure: Non-racemic (trans)-benzyl 4-(2-([1,2,4]triazolo[4,3-a]pyridin-3-yl)quinolin-8-yloxy)-3-fluoropiperidine-1-carboxylate (0.304 g, 0.611 mmol) was dissolved in dioxane (7.6 mL) and treated with 6 M hydrogen chloride (7.64 mL, 45.8 mmol), and the reaction mixture was heated at 100° C. for 15 hours. The reaction was cooled and carefully neutralized with solid NaHCO3. Additional water was added to dissolve the resulting NaCl as the neutralization proceeded. The resulting aqueous layer (pH 8-9) was ex...